From a dataset of the Open Reaction Database (ORD), a public repository of structured organic reaction records. describe an organic reaction: reactants, conditions, products, and yield The reactants are CC1=C(C(=O)O)C=CC=C1C (2,3-Dimethylbenzoic acid), CC1=C(C(=O)Cl)C=CC=C1C (2,3-dimethylbenzoyl chloride), acid chloride, NC1=CC=C(C=C1)N1C(CC(NC2=C1C=CC=C2C)=O)=O (1-(4-aminophenyl)-6-methyl-1H-1,5-benzodiazepine-2,4(3H,5H)-dione). The product is CC1=C(C(=O)NC2=CC=C(C=C2)N2C(CC(NC3=C2C=CC=C3C)=O)=O)C=CC=C1C (1-[4-(2,3-Dimethylbenzoyl)aminophenyl]-6-methyl-1H-1,5-benzodiazepine-2,4(3H,5H)-dione). The yield is 92.0%. RXN SMILES: [CH3:1][C:2]1[C:10]([CH3:11])=[CH:9][CH:8]=[CH:7][C:3]=1[C:4]([OH:6])=O.[NH2:12][C:13]1[CH:18]=[CH:17][C:16]([N:19]2[C:25]3[CH:26]=[CH:27][CH:28]=[C:29]([CH3:30])[C:24]=3[NH:23][C:22](=[O:31])[CH2:21][C:20]2=[O:32])=[CH:15][CH:14]=1.CC1C(C)=CC=CC=1C(Cl)=O>>[CH3:1][C:2]1[C:10]([CH3:11])=[CH:9][CH:8]=[CH:7][C:3]=1[C:4]([NH:12][C:13]1[CH:18]=[CH:17][C:16]([N:19]2[C:25]3[CH:26]=[CH:27][CH:28]=[C:29]([CH3:30])[C:24]=3[NH:23][C:22](=[O:31])[CH2:21][C:20]2=[O:32])=[CH:15][CH:14]=1)=[O:6]. Reported procedure: 2,3-Dimethylbenzoic acid (21 mg, 0.140 mmol) was made into acid chloride in a conventional manner. By using 1-(4-aminophenyl)-6-methyl-1H-1,5-benzodiazepine-2,4(3H,5H)-dione (20 mg, 0.071 mmol) mentioned above, and 2,3-dimethylbenzoyl chloride mentioned above, the title compound (27 mg, yield 92%) was obtained in the same manner as that of Example 1. Reactants: ClCCl, O=C(O)C(F)(F)F, CC(C)(C)OC(=O)N1CCC(c2cc(-c3ccccc3)no2)CC1. The product is c1ccc(-c2cc(C3CCNCC3)on2)cc1. Reaction SMILES: [Cl:32][CH2:33][Cl:34].[OH:25][C:26]([C:27]([F:28])([F:29])[F:30])=[O:31].[c:1]1(-[c:7]2[n:8][o:9][c:10]([CH:12]3[CH2:13][CH2:14][N:15]([C:18]([O:19][C:20]([CH3:21])([CH3:22])[CH3:23])=[O:24])[CH2:16][CH2:17]3)[cH:11]2)[cH:2][cH:3][cH:4][cH:5][cH:6]1>>[c:1]1(-[c:7]2[n:8][o:9][c:10]([CH:12]3[CH2:13][CH2:14][NH:15][CH2:16][CH2:17]3)[cH:11]2)[cH:2][cH:3][cH:4][cH:5][cH:6]1. The reactants are CNC, Cc1ccccc1, CC(C)C(CC=CCC1CCCCC1)C(=O)O, O=C(Cl)C(=O)Cl, ClCCl, CN(C)C=O, c1ccncc1. RXN SMILES: [CH3:24][NH:25][CH3:26].[CH3:41][c:42]1[cH:43][cH:44][cH:45][cH:46][cH:47]1.[CH:7]1([CH2:13][CH:14]=[CH:15][CH2:16][CH:17]([C:18](=[O:19])[OH:20])[CH:21]([CH3:22])[CH3:23])[CH2:8][CH2:9][CH2:10][CH2:11][CH2:12]1.[Cl:1][C:2]([C:3]([Cl:4])=[O:5])=[O:6].[Cl:33][CH2:34][Cl:35].[O:36]=[CH:37][N:38]([CH3:39])[CH3:40].[cH:27]1[cH:28][cH:29][n:30][cH:31][cH:32]1>>[CH:7]1([CH2:13][CH:14]=[CH:15][CH2:16][CH:17]([C:18](=[O:19])[N:25]([CH3:24])[CH3:26])[CH:21]([CH3:22])[CH3:23])[CH2:8][CH2:9][CH2:10][CH2:11][CH2:12]1. The product is CC(C)C(CC=CCC1CCCCC1)C(=O)N(C)C. The reactants are C(C1=CC=CC=C1)ON(S(=O)(=O)C1=C(C=CC=C1)[N+](=O)[O-])CC#CP(OCC)(OCC)=O (Diethyl 3-[N-benzyloxy,N-(2-nitrobenzenesulfonyl)amino]-propynylphosphonate), C(CCC)[SnH](CCCC)CCCC (tributyltin hydride). Reagents/catalysts: [Pd].C1(=CC=CC=C1)P(C1=CC=CC=C1)C1=CC=CC=C1.C1(=CC=CC=C1)P(C1=CC=CC=C1)C1=CC=CC=C1.C1(=CC=CC=C1)P(C1=CC=CC=C1)C1=CC=CC=C1.C1(=CC=CC=C1)P(C1=CC=CC=C1)C1=CC=CC=C1 (Tetrakis(triphenylphosphine)-palladium(0)). Run in C1CCOC1 (THF). Run at temperature 0 celsius, time 1 hour. The product is C(C1=CC=CC=C1)ON(S(=O)(=O)C1=C(C=CC=C1)[N+](=O)[O-])C/C=C(/[Sn](CCCC)(CCCC)CCCC)\P(OCC)(OCC)=O (Diethyl (E)-3-[N-(benzyloxy),N-(2-nitrobenzenesulfonyl)amino]-1-(tributyl-stannyl)-propenylphosphonate). Yield: 89.8%. Reaction SMILES: [CH2:1]([O:8][N:9]([CH2:22][C:23]#[C:24][P:25](=[O:32])([O:29][CH2:30][CH3:31])[O:26][CH2:27][CH3:28])[S:10]([C:13]1[CH:18]=[CH:17][CH:16]=[CH:15][C:14]=1[N+:19]([O-:21])=[O:20])(=[O:12])=[O:11])[C:2]1[CH:7]=[CH:6][CH:5]=[CH:4][CH:3]=1.[CH2:33]([SnH:37]([CH2:42][CH2:43][CH2:44][CH3:45])[CH2:38][CH2:39][CH2:40][CH3:41])[CH2:34][CH2:35][CH3:36]>C1COCC1.[Pd].C1(P(C2C=CC=CC=2)C2C=CC=CC=2)C=CC=CC=1.C1(P(C2C=CC=CC=2)C2C=CC=CC=2)C=CC=CC=1.C1(P(C2C=CC=CC=2)C2C=CC=CC=2)C=CC=CC=1.C1(P(C2C=CC=CC=2)C2C=CC=CC=2)C=CC=CC=1>[CH2:1]([O:8][N:9]([CH2:22]/[CH:23]=[C:24](\[P:25](=[O:32])([O:29][CH2:30][CH3:31])[O:26][CH2:27][CH3:28])/[Sn:37]([CH2:38][CH2:39][CH2:40][CH3:41])([CH2:42][CH2:43][CH2:44][CH3:45])[CH2:33][CH2:34][CH2:35][CH3:36])[S:10]([C:13]1[CH:18]=[CH:17][CH:16]=[CH:15][C:14]=1[N+:19]([O-:21])=[O:20])(=[O:12])=[O:11])[C:2]1[CH:3]=[CH:4][CH:5]=[CH:6][CH:7]=1 |f:3.4.5.6.7|. Procedure: To a solution of Diethyl 3-[N-benzyloxy,N-(2-nitrobenzenesulfonyl)amino]-propynylphosphonate (109) (10.4 g, 21.6 mmol) and Tetrakis(triphenylphosphine)-palladium(0) (Pd(PPh3)4) (474 mg, 0.430 mmol) in dry THF (100 mL) was added tributyltin hydride (BU3SnH) (6.28 g, 21.6 mmol) over a period of 40 min at 0° C. The reaction mixture was stirred at 0° C. for one hour and was allowed to warm to room temperature over a period of time of 2 hours. The solvent was removed under reduced pressure and the cr... The reactants are COC(=O)Cn1c(C)cc2cc(F)ccc21, O=Cc1sccc1S(=O)(=O)c1ccccn1. The product is COC(=O)Cn1c(C)c(Cc2sccc2S(=O)(=O)c2ccccn2)c2cc(F)ccc21. RXN SMILES: [CH3:17][O:18][C:19]([CH2:20][n:21]1[c:22]([CH3:31])[cH:23][c:24]2[cH:25][c:26]([F:30])[cH:27][cH:28][c:29]12)=[O:32].[n:1]1[c:2]([S:7](=[O:8])(=[O:9])[c:10]2[c:11]([CH:15]=[O:16])[s:12][cH:13][cH:14]2)[cH:3][cH:4][cH:5][cH:6]1>>[n:1]1[c:2]([S:7](=[O:8])(=[O:9])[c:10]2[c:11]([CH2:15][c:23]3[c:22]([CH3:31])[n:21]([CH2:20][C:19]([O:18][CH3:17])=[O:32])[c:29]4[c:24]3[cH:25][c:26]([F:30])[cH:27][cH:28]4)[s:12][cH:13][cH:14]2)[cH:3][cH:4][cH:5][cH:6]1. The reactants are N#N (N2), CC1(OCCO1)C=1SC(=CN1)CN1N=CC(=C1)[N+](=O)[O-] (2-(2-methyl-[1,3]dioxolan-2-yl)-5-(4-nitro-pyrazol-1-ylmethyl)-thiazole), [NH4+].[Cl-] (NH4Cl). Reagents/catalysts: [Fe] (iron). Run in CCO (EtOH), O (water). Run at temperature 75 celsius, time 60 minute. The product is CC1(OCCO1)C=1SC(=CN1)CN1N=CC(=C1)N (1-[2-(2-Methyl-[1,3]dioxolan-2-yl)-thiazol-5-ylmethyl]-1H-pyrazol-4-ylamine). RXN SMILES: N#N.[CH3:3][C:4]1([C:9]2[S:10][C:11]([CH2:14][N:15]3[CH:19]=[C:18]([N+:20]([O-])=O)[CH:17]=[N:16]3)=[CH:12][N:13]=2)[O:8][CH2:7][CH2:6][O:5]1.[NH4+].[Cl-]>CCO.O.[Fe]>[CH3:3][C:4]1([C:9]2[S:10][C:11]([CH2:14][N:15]3[CH:19]=[C:18]([NH2:20])[CH:17]=[N:16]3)=[CH:12][N:13]=2)[O:8][CH2:7][CH2:6][O:5]1 |f:2.3|. Procedure details: In a flame dried round-bottomed flask equipped with a magnetic stir bar and under inert atmosphere (N2), a solution of 2-(2-methyl-[1,3]dioxolan-2-yl)-5-(4-nitro-pyrazol-1-ylmethyl)-thiazole (460 mg, 1.55 mmol), iron powder (263 mg, 4.66 mmol) and NH4Cl (419 mg, 7.76 mmol) in a mixture of EtOH (3.0 mL) and water (1.5 mL) was stirred at 75° C. for 60 min. The reaction mixture was filtered while hot and concentrated under reduced pressure. CH2Cl2 (10 mL) was added followed by 1N NaOH (10 mL). The ... Reactants: ClC1=C2C(NC=NC2=CC=C1[N+](=O)[O-])=O (5-Chloro-6-nitroquinazolin-4-one), Example 3, CN (Methylamine). The solvent is CO (MeOH). Reaction conditions: time 5 hour. Product: CNC1=C2C(NC=NC2=CC=C1[N+](=O)[O-])=O (5-methylamino-6-nitroquinazolin-4-one). RXN SMILES: Cl[C:2]1[C:11]([N+:12]([O-:14])=[O:13])=[CH:10][CH:9]=[C:8]2[C:3]=1[C:4](=[O:15])[NH:5][CH:6]=[N:7]2.[CH3:16][NH2:17]>CO>[CH3:16][NH:17][C:2]1[C:11]([N+:12]([O-:14])=[O:13])=[CH:10][CH:9]=[C:8]2[C:3]=1[C:4](=[O:15])[NH:5][CH:6]=[N:7]2. Reported procedure: 5-Chloro-6-nitroquinazolin-4-one, from Example 3 (0.26 g, 1.15 mmol) was suspended in MeOH (3 mL) at −20° C. Methylamine gas was passed into the mixture for a few minutes, resulting in a clear solution. The solution was stirred at room temperature for 5 h and evaporated to give 5-methylamino-6-nitroquinazolin-4-one in quantitative yield.